The task is: describe an organic reaction: reactants, conditions, products, and yield. This data is from the Open Reaction Database (ORD), a public repository of structured organic reaction records. Starting materials: ClC=1N=CC(=C2C=CC(=NC12)C)I (8-chloro-5-iodo-2-methyl-[1,7]naphthyridine), FC=1C=NC=C(C1)B(O)O (3-fluoro-5-pyridineboronic acid), NC=1SC=C(N1)C (2-amino-4-methylthiazole). Yields the product FC=1C=C(C=NC1)C1=C2C=CC(=NC2=C(N=C1)NC=1SC=C(N1)C)C ([5-(5-Fluoro-pyridin-3-yl)-2-methyl-[1,7]naphthyridin-8-yl]-(4-methyl-thiazol-2-yl)-amine). RXN SMILES: Cl[C:2]1[N:3]=[CH:4][C:5](I)=[C:6]2[C:11]=1[N:10]=[C:9]([CH3:12])[CH:8]=[CH:7]2.[F:14][C:15]1[CH:16]=[N:17][CH:18]=[C:19](B(O)O)[CH:20]=1.[NH2:24][C:25]1[S:26][CH:27]=[C:28]([CH3:30])[N:29]=1>>[F:14][C:15]1[CH:20]=[C:19]([C:5]2[CH:4]=[N:3][C:2]([NH:24][C:25]3[S:26][CH:27]=[C:28]([CH3:30])[N:29]=3)=[C:11]3[C:6]=2[CH:7]=[CH:8][C:9]([CH3:12])=[N:10]3)[CH:18]=[N:17][CH:16]=1. Procedure details: The title compound, MS: m/e=352.2 (M+H+), was prepared in accordance with the general method of example 15 step 1 and step 3 from 8-chloro-5-iodo-2-methyl-[1,7]naphthyridine (Example I), 3-fluoro-5-pyridineboronic acid and 2-amino-4-methylthiazole. Starting materials: ClCCl, COc1cc(Nc2ncc3c(n2)C(c2ccccc2)CNC3)ccc1-n1cnc(C)c1, CS(=O)(=O)Cl, Cl. Yields the product COc1cc(Nc2ncc3c(n2)C(c2ccccc2)CN(S(C)(=O)=O)C3)ccc1-n1cnc(C)c1. As a reaction SMILES: [CH2:38]([Cl:39])[Cl:40].[CH3:2][O:3][c:4]1[cH:5][c:6]([NH:16][c:17]2[n:18][cH:19][c:20]3[c:21]([n:22]2)[CH:23]([c:27]2[cH:28][cH:29][cH:30][cH:31][cH:32]2)[CH2:24][NH:25][CH2:26]3)[cH:7][cH:8][c:9]1-[n:10]1[cH:11][n:12][c:13]([CH3:15])[cH:14]1.[CH3:33][S:34]([Cl:35])(=[O:36])=[O:37].[ClH:1]>>[CH3:2][O:3][c:4]1[cH:5][c:6]([NH:16][c:17]2[n:18][cH:19][c:20]3[c:21]([n:22]2)[CH:23]([c:27]2[cH:28][cH:29][cH:30][cH:31][cH:32]2)[CH2:24][N:25]([S:34]([CH3:33])(=[O:36])=[O:37])[CH2:26]3)[cH:7][cH:8][c:9]1-[n:10]1[cH:11][n:12][c:13]([CH3:15])[cH:14]1.